Dataset: the Open Reaction Database (ORD), a public repository of structured organic reaction records. Task: describe an organic reaction: reactants, conditions, products, and yield The reactants are N1N=CC=C1 (pyrazole), ClC=1N=C(C2=C(N1)SC(=C2Cl)C)NCC2=CC(=C(C=C2)OC)Cl (2,5-dichloro-6-methyl-4-(3-chloro-4-methoxybenzylamino)-thieno-[2,3-d]-pyrimidine). The product is N1(N=CC=C1)C=1N=C(C2=C(N1)SC(=C2Cl)C)NCC2=CC(=C(C=C2)OC)Cl (2-(pyrazol-1-yl)-5-chloro-6-methyl-4-(3-chloro-4-methoxybenzylamino)-thieno-[2,3-d]-pyrimidine). RXN SMILES: [NH:1]1[CH:5]=[CH:4][CH:3]=[N:2]1.Cl[C:7]1[N:8]=[C:9]([NH:18][CH2:19][C:20]2[CH:25]=[CH:24][C:23]([O:26][CH3:27])=[C:22]([Cl:28])[CH:21]=2)[C:10]2[C:15]([Cl:16])=[C:14]([CH3:17])[S:13][C:11]=2[N:12]=1>>[N:1]1([C:7]2[N:8]=[C:9]([NH:18][CH2:19][C:20]3[CH:25]=[CH:24][C:23]([O:26][CH3:27])=[C:22]([Cl:28])[CH:21]=3)[C:10]3[C:15]([Cl:16])=[C:14]([CH3:17])[S:13][C:11]=3[N:12]=2)[CH:5]=[CH:4][CH:3]=[N:2]1. Procedure details: Following the procedure of Example 97, the reaction of pyrazole with 2,5-dichloro-6-methyl-4-(3-chloro-4-methoxybenzylamino)-thieno-[2,3-d]-pyrimidine gives 2-(pyrazol-1-yl)-5-chloro-6-methyl-4-(3-chloro-4-methoxybenzylamino)-thieno-[2,3-d]-pyrimidine. The reactants are [Al+3], Cc1ccc(N)cc1CC(=O)N1CCC(c2c[nH]c3c(Cl)cccc23)CC1, [H-], [H-], [H-], [H-], [Li+], C1CCOC1. Yields the product Cc1ccc(N)cc1CCN1CCC(c2c[nH]c3c(Cl)cccc23)CC1. Reaction SMILES: [Al+3:2].[Cl:7][c:8]1[cH:9][cH:10][cH:11][c:12]2[c:13]([CH:17]3[CH2:18][CH2:19][N:20]([C:23]([CH2:24][c:25]4[c:26]([CH3:32])[cH:27][cH:28][c:29]([NH2:31])[cH:30]4)=[O:33])[CH2:21][CH2:22]3)[cH:14][nH:15][c:16]12.[H-:1].[H-:4].[H-:5].[H-:6].[Li+:3].[O:34]1[CH2:35][CH2:36][CH2:37][CH2:38]1>>[Cl:7][c:8]1[cH:9][cH:10][cH:11][c:12]2[c:13]([CH:17]3[CH2:18][CH2:19][N:20]([CH2:23][CH2:24][c:25]4[c:26]([CH3:32])[cH:27][cH:28][c:29]([NH2:31])[cH:30]4)[CH2:21][CH2:22]3)[cH:14][nH:15][c:16]12. Reactants: mixed solution, Cl (hydrochloric acid), C(C)(=O)O (acetic acid), NC1=C(C=C(C(=N1)N1C=C(C(C2=CC(=C(C(=C12)Cl)F)F)=O)C(=O)OCC)C)F (ethyl 1-(6-amino-5-fluoro-3-methylpyridine-2-yl)-8-chloro-6,7-difluoro-4-oxo-1,4-dihydroquinoline-3-carboxylate). Run in O (water). Conditions: time 30 minute. Product: NC1=C(C=C(C(=N1)N1C=C(C(C2=CC(=C(C(=C12)Cl)F)F)=O)C(=O)O)C)F (1-(6-amino-5-fluoro-3-methylpyridine-2-yl)-8-chloro-6,7-difluoro-4-oxo-1,4-dihydroquinoline-3-carboxylic acid). The yield is 97.3%. As a reaction SMILES: Cl.C(O)(=O)C.[NH2:6][C:7]1[N:12]=[C:11]([N:13]2[C:22]3[C:17](=[CH:18][C:19]([F:25])=[C:20]([F:24])[C:21]=3[Cl:23])[C:16](=[O:26])[C:15]([C:27]([O:29]CC)=[O:28])=[CH:14]2)[C:10]([CH3:32])=[CH:9][C:8]=1[F:33]>O>[NH2:6][C:7]1[N:12]=[C:11]([N:13]2[C:22]3[C:17](=[CH:18][C:19]([F:25])=[C:20]([F:24])[C:21]=3[Cl:23])[C:16](=[O:26])[C:15]([C:27]([OH:29])=[O:28])=[CH:14]2)[C:10]([CH3:32])=[CH:9][C:8]=1[F:33]. Procedure: To 800 mg of the mixed solution (1:1) of 4N hydrochloric acid and acetic acid was added 160 mg of ethyl 1-(6-amino-5-fluoro-3-methylpyridine-2-yl)-8-chloro-6,7-difluoro-4-oxo-1,4-dihydroquinoline-3-carboxylate, and the mixture was heated under reflux with stirring for 30 minutes. After adding 0.5 ml of distilled water, the solution was allowed to cool, and the precipitate was collected by filtration and washed with ethanol and diisopropylether successively to obtain 145 mg of the title compound ... Starting materials: FC=1C=C(C=CC1F)C1=NC(=C2N1CC(CN(C2)C(=O)OC(C)(C)C)(C)C)C(N[C@H](C(=O)NC)C(C)(C)C)=O ((S)-tert-butyl 3-(3,4-difluorophenyl)-1-(3,3-dimethyl-1-(methylamino)-1-oxobutan-2-ylcarbamoyl)-6,6-dimethyl-6,7-dihydro-5H-imidazo[1,5-a][1,4]diazepine-8(9H)-carboxylate), C(=O)(C(F)(F)F)O (TFA). Solvent: C(Cl)Cl (DCM). Reaction conditions: time 45 minute. The product is FC=1C=C(C=CC1F)C1=NC(=C2N1CC(CNC2)(C)C)C(=O)N[C@H](C(=O)NC)C(C)(C)C ((S)-3-(3,4-difluorophenyl)-N-(3,3-dimethyl-1-(methylamino)-1-oxobutan-2-yl)-6,6-dimethyl-6,7,8,9-tetrahydro-5H-imidazo[1,5-a][1,4]diazepine-1-carboxamide). The yield is 99.0%. Reaction SMILES: [F:1][C:2]1[CH:3]=[C:4]([C:9]2[N:13]3[CH2:14][C:15]([CH3:27])([CH3:26])[CH2:16][N:17](C(OC(C)(C)C)=O)[CH2:18][C:12]3=[C:11]([C:28](=[O:39])[NH:29][C@@H:30]([C:35]([CH3:38])([CH3:37])[CH3:36])[C:31]([NH:33][CH3:34])=[O:32])[N:10]=2)[CH:5]=[CH:6][C:7]=1[F:8].C(O)(C(F)(F)F)=O>C(Cl)Cl>[F:1][C:2]1[CH:3]=[C:4]([C:9]2[N:13]3[CH2:14][C:15]([CH3:27])([CH3:26])[CH2:16][NH:17][CH2:18][C:12]3=[C:11]([C:28]([NH:29][C@@H:30]([C:35]([CH3:38])([CH3:37])[CH3:36])[C:31]([NH:33][CH3:34])=[O:32])=[O:39])[N:10]=2)[CH:5]=[CH:6][C:7]=1[F:8]. Procedure: The product from step 1 above (128 mg, 0.23 mmol) was dissolved in 2 mL of DCM and carefully treated with 2 mL of TFA. The mixture was stirred for 45 minutes and concentrated in vacuo. The residue was suspended in 5 mL of toluene and concentrated in vacuo. The residue was dried in a vacuum oven overnight to give the title compound (182 mg, 99%) as a poly-TFA salt. LCMS (+ESI) m/z: 448.3 [MH]+1 The reactants are COC1=CC=C2C(=CC=NC2=C1)NC=1C=NC(=NC1)NC(C1=CC=CC=C1)=O (N-(5-(7-methoxyquinolin-4-ylamino)pyrimidin-2-yl)benzamide), Cl (HCl). The solvent is CO (MeOH). Reaction conditions: temperature 80 celsius, time 1.5 hour. Product: COC1=CC=C2C(=CC=NC2=C1)NC=1C=NC(=NC1)N (N5-(7-Methoxyquinolin-4-yl)pyrimidine-2,5-diamine). RXN SMILES: [CH3:1][O:2][C:3]1[CH:12]=[C:11]2[C:6]([C:7]([NH:13][C:14]3[CH:15]=[N:16][C:17]([NH:20]C(=O)C4C=CC=CC=4)=[N:18][CH:19]=3)=[CH:8][CH:9]=[N:10]2)=[CH:5][CH:4]=1.Cl>CO>[CH3:1][O:2][C:3]1[CH:12]=[C:11]2[C:6]([C:7]([NH:13][C:14]3[CH:15]=[N:16][C:17]([NH2:20])=[N:18][CH:19]=3)=[CH:8][CH:9]=[N:10]2)=[CH:5][CH:4]=1. Procedure: In 25 mL sealed tube, N-(5-(7-methoxyquinolin-4-ylamino)pyrimidin-2-yl)benzamide (400 mg, 1077 μmol) was added into 6 ml of MeOH followed by addition of 2 mL of HCl (conc.). The reaction was heated at 80° C. After 1.5 h the reaction mixture based on LCMS showed full conversion to desired product [M+H]++1=269 @ 0.8 min—protonated form. The reaction was cooled to 0° C., 50 mL of CH2Cl2 was added, and the mixture was neutralized with 6N NaOH. Solid precipitated out of the solution in the aqueous la...